From a dataset of the Open Reaction Database (ORD), a public repository of structured organic reaction records. describe an organic reaction: reactants, conditions, products, and yield The reactants are NCCC=1C(N(C2=NC(=CC=C2C1C1=CC(=CC=C1)Cl)C)CC)=O (3-(2-aminoethyl)-4-(3-chlorophenyl)-1-ethyl-7-methyl-1,8-naphthyridin-2(1H)-one), Cl.C(N)(=N)N1N=CC=C1 (1-amidinopyrazole monohydrochloride), C(C)(C)N(CC)C(C)C (diisopropylethylamine). The solvent is O1CCOCC1 (1,4-dioxane). Run at time 122 hour. Product: O.Cl.ClC=1C=C(C=CC1)C1=C(C(N(C2=NC(=CC=C12)C)CC)=O)CCNC(=N)N (4-(3-chlorophenyl)-1-ethyl-3-(2-guanidinoethyl)-7-methyl-1,8-naphthyridin-2(1H)-one monohydrochloride monohydrate). Isolated yield 172.4%. RXN SMILES: [NH2:1][CH2:2][CH2:3][C:4]1[C:5](=[O:24])[N:6]([CH2:22][CH3:23])[C:7]2[C:12]([C:13]=1[C:14]1[CH:19]=[CH:18][CH:17]=[C:16]([Cl:20])[CH:15]=1)=[CH:11][CH:10]=[C:9]([CH3:21])[N:8]=2.Cl.[C:26](N1C=CC=N1)(=[NH:28])[NH2:27].C(N(C(C)C)CC)(C)C>O1CCOCC1>[OH2:24].[ClH:20].[Cl:20][C:16]1[CH:15]=[C:14]([C:13]2[C:12]3[C:7](=[N:8][C:9]([CH3:21])=[CH:10][CH:11]=3)[N:6]([CH2:22][CH3:23])[C:5](=[O:24])[C:4]=2[CH2:3][CH2:2][NH:1][C:26]([NH2:28])=[NH:27])[CH:19]=[CH:18][CH:17]=1 |f:1.2,5.6.7|. Reported procedure: To a 15 ml 1,4-dioxane solution containing 314 mg of 3-(2-aminoethyl)-4-(3-chlorophenyl)-1-ethyl-7-methyl-1,8-naphthyridin-2(1H)-one were added 404 mg of 1-amidinopyrazole monohydrochloride and 0.48 ml of diisopropylethylamine, followed by stirring for 122 hours. The reaction solution was evaporated, the resulting solid was removed by filtration, and the solid was further washed with chloroform. The combine filtrate and washings were concentrated and the residue was purified by a silica gel colu... Reactants: [OH-].[Na+] (sodium hydroxide), S(O)(O)(=O)=O (sulphuric acid), C(C)N1C=NC2=C1N=NC=C2C2=CC=C(C=C2)F (7-ethyl-4-(4-fluorophenyl)-7H-imidazo[4,5-c]pyridazine), IN1C(=O)N(C(=O)C1(C)C)I (1,3-diiodo-5,5-dimethylhydantoin). Solvent: C(Cl)Cl (CH2Cl2). Reaction conditions: time 5 minute. Product: C(C)N1C=NC2=C1N=NC=C2C2=CC(=C(C=C2)F)I (7-Ethyl-4-(4-fluoro-3-iodophenyl)-7H-imidazo[4,5-c]pyridazine). Yield: 95.0%. As a reaction SMILES: S(=O)(=O)(O)O.[CH2:6]([N:8]1[C:12]2[N:13]=[N:14][CH:15]=[C:16]([C:17]3[CH:22]=[CH:21][C:20]([F:23])=[CH:19][CH:18]=3)[C:11]=2[N:10]=[CH:9]1)[CH3:7].[I:24]N1C(C)(C)C(=O)N(I)C1=O.[OH-].[Na+]>C(Cl)Cl>[CH2:6]([N:8]1[C:12]2[N:13]=[N:14][CH:15]=[C:16]([C:17]3[CH:22]=[CH:21][C:20]([F:23])=[C:19]([I:24])[CH:18]=3)[C:11]=2[N:10]=[CH:9]1)[CH3:7] |f:3.4|. Procedure: Concentrated sulphuric acid (10 mL) was carefully added to 7-ethyl-4-(4-fluorophenyl)-7H-imidazo[4,5-c]pyridazine (Preparation 9, 825 mg, 2.4 mmol) surrounded by an ice bath, and the resultant reaction mixture was gently stirred at room temperature until a homogeneous solution was observed. To this was added 1,3-diiodo-5,5-dimethylhydantoin (1.36 g, 3.58 mmol) portion-wise, and stirring was continued for 5 minutes. The viscous mixture was then slowly poured into an aqueous sodium hydroxide solut... Reactants: [O-][Cl+3]([O-])([O-])O, [Cl-], [Na+], CC(=CCOc1ccc2c(c1)OCC2)CCC1OC1(C)C, C1CCOC1, O. Product: CC(=CCOc1ccc2c(c1)OCC2)CCC=O. As a reaction SMILES: [Cl+3:27]([OH:28])([O-:29])([O-:30])[O-:31].[Cl-:33].[Na+:32].[O:1]1[CH:2]([CH2:3][CH2:4][C:5](=[CH:6][CH2:7][O:8][c:9]2[cH:10][c:11]3[c:12]([cH:16][cH:17]2)[CH2:13][CH2:14][O:15]3)[CH3:18])[C:19]1([CH3:20])[CH3:21].[O:22]1[CH2:23][CH2:24][CH2:25][CH2:26]1.[OH2:34]>>[O:1]=[CH:2][CH2:3][CH2:4][C:5](=[CH:6][CH2:7][O:8][c:9]1[cH:10][c:11]2[c:12]([cH:16][cH:17]1)[CH2:13][CH2:14][O:15]2)[CH3:18]. The reactants are C1(=NN=C2N1C1=C(N=C2)NC=C1)[C@H]1CN(CCC1)C(=O)OC(C)(C)C ((R)-tert-butyl 3-(6H-pyrrolo[2,3-e][1,2,4]triazolo[4,3-a]pyrazin-1-yl)piperidine-1-carboxylate), C(=O)([O-])[O-].[Na+].[Na+] (Na2CO3), C(C)(C)(C)OC(=O)N1C[C@@H](CCC1)C(=O)O ((R)-1-(tert-butoxycarbonyl)piperidine-3-carboxylic acid), Cl (HCl), O=S(Cl)Cl (SOCl2). Run in C(CCl)Cl (EDC), O1CCOCC1 (1,4-dioxane). Run at temperature 60 celsius. Yields the product Cl.N1C[C@@H](CCC1)C1=NN=C2N1C1=C(N=C2)NC=C1 ((R)-1-(piperidin-3-yl)-6H-pyrrolo[2,3-e][1, 2, 4]triazolo[4,3-a]pyrazine hydrochloride). Yield: 82.0%. RXN SMILES: [C:1]1([C@@H:13]2[CH2:18][CH2:17][CH2:16][N:15](C(OC(C)(C)C)=O)[CH2:14]2)[N:5]2[C:6]3[CH:12]=[CH:11][NH:10][C:7]=3[N:8]=[CH:9][C:4]2=[N:3][N:2]=1.C(OC(N1CCC[C@@H](C(O)=O)C1)=O)(C)(C)C.O=S(Cl)[Cl:44].C([O-])([O-])=O.[Na+].[Na+].Cl>O1CCOCC1.C(Cl)CCl>[ClH:44].[NH:15]1[CH2:16][CH2:17][CH2:18][C@@H:13]([C:1]2[N:5]3[C:6]4[CH:12]=[CH:11][NH:10][C:7]=4[N:8]=[CH:9][C:4]3=[N:3][N:2]=2)[CH2:14]1 |f:3.4.5,9.10|. Procedure details: A round bottom flask was charged with (R)-tert-butyl 3-(6H-pyrrolo[2,3-e][1,2,4]triazolo[4,3-a]pyrazin-1-yl)piperidine-1-carboxylate (0.92 g, 2.68 mmol; prepared using A from Preparation #9, (R)-1-(tert-butoxycarbonyl)piperidine-3-carboxylic acid [CNH Technologies], EDC and TEA, and E using SOCl2, TEA, and saturated aqueous Na2CO3), HCl (4 N in 1,4-dioxane, 2.9 mL, 11.5 mmol), and 1,4-dioxane (20 mL). The reaction mixture was heated at about 60° C. for about 3 h. The reaction mixture was cooled ...